From a dataset of the Open Reaction Database (ORD), a public repository of structured organic reaction records. describe an organic reaction: reactants, conditions, products, and yield The reactants are CI, ClCCl, [Na+], [OH-], O, [C-]#[N+]CS(=O)(=O)c1ccc(C)cc1. The product is [C-]#[N+]C(C)S(=O)(=O)c1ccc(C)cc1. As a reaction SMILES: [CH3:14][I:15].[Cl:19][CH2:20][Cl:21].[Na+:17].[OH-:16].[OH2:18].[c:1]1([CH3:13])[cH:2][cH:3][c:4]([S:7](=[O:8])(=[O:9])[CH2:10][N+:11]#[C-:12])[cH:5][cH:6]1>>[c:1]1([CH3:13])[cH:2][cH:3][c:4]([S:7](=[O:8])(=[O:9])[CH:10]([N+:11]#[C-:12])[CH3:14])[cH:5][cH:6]1. Starting materials: [SiH](C)(C)Cl (HSiMe2Cl), solution, [Si](C)(C)(C)OCC=C (Me3SiO—CH2—CH═CH2). Run at temperature 40 celsius, time 2 hour. The product is C[Si](OCCC[Si](Cl)(C)C)(C)C ((3-trimethylsiloxypropyl)dimethylchlorosilane). Isolated yield 80.0%. Reaction SMILES: [SiH:1]([Cl:4])([CH3:3])[CH3:2].[Si:5]([O:9][CH2:10][CH:11]=[CH2:12])([CH3:8])([CH3:7])[CH3:6]>>[CH3:6][Si:5]([CH3:8])([CH3:7])[O:9][CH2:10][CH2:11][CH2:12][Si:1]([CH3:3])([CH3:2])[Cl:4]. Procedure details: A 500 ml Schlenk flask equipped with a stir-bar, a reflux condenser and a rubber septum was charged under nitrogen with 94.6 g of HSiMe2Cl and 5 drops of a 0.1 M solution of the platinum complex Pt(0) 2,4,6,8-tetramethyl-2,4,6,8-tetravinylcyclotetrasiloxane complex (a product sold by Aldrich Chemical Co) at room temperature. To this solution 131 g of Me3SiO—CH2—CH═CH2 was added during 30 minutes. After the addition the reaction mixture was gradually heated at 40° C. and mantained at this tempera... Starting materials: C(C)N1CCN(CC1)C1=NC(=CC2=C1C=CS2)C2=CC=C(C=C2)C=O (4-(4-ethylpiperazin-1-yl)-6-(4-formylphenyl)thieno-[3,2-c]pyridine), C(C)[Mg]Br.C(C)OCC (ethylmagnesium bromide diethyl ether), O1CCCC1 (tetrahydrofuran), [Cl-].[NH4+] (ammonium chloride). Yields the product O1C(OCC1)C1=CC=C(C=C1)C1=CC2=C(C(N1)=O)C=CS2 (6-[4-(1,3-Dioxolan-2-yl)phenyl]5H-thieno[3,2-c]pyridin-4-one). RXN SMILES: C(N1CCN([C:9]2[C:14]3[CH:15]=[CH:16][S:17][C:13]=3[CH:12]=[C:11]([C:18]3[CH:23]=[CH:22][C:21]([CH:24]=[O:25])=[CH:20][CH:19]=3)[N:10]=2)CC1)C.C([Mg]Br)C.[CH2:30]([O:32]CC)[CH3:31].[Cl-].[NH4+].[O:37]1CCCC1>>[O:32]1[CH2:30][CH2:31][O:25][CH:24]1[C:21]1[CH:20]=[CH:19][C:18]([C:11]2[NH:10][C:9](=[O:37])[C:14]3[CH:15]=[CH:16][S:17][C:13]=3[CH:12]=2)=[CH:23][CH:22]=1 |f:1.2,3.4|. Procedure details: To a solution of 4-(4-ethylpiperazin-1-yl)-6-(4-formylphenyl)thieno-[3,2-c]pyridine (0.20 g) in tetrahydrofuran (20 ml) was added 3M ethylmagnesium bromide/diethyl ether solution (0.5 ml), and the mixture was reacted at room temperature for 30 min. To the resulting reaction solution was added an aqueous solution of ammonium chloride, and the mixture was extracted with ethyl acetate. The organic layer was washed with water and brine, and dried. The resulting product was filtered through NH silica... Starting materials: C1(CCCCC1)CC#C (3-cyclohexyl-1-propyne), B1C2CCCC1CCC2 (9-BBN), BrC1=CC=C(CC=2N(C=C(N2)C2=C(C=C(C=C2)Cl)Cl)C=2C=C(C=CC2)N2CC(NS2(=O)=O)=O)C=C1 (5-{3-[2-(4-bromo-benzyl)-4-(2,4-dichloro-phenyl)-imidazol-1-yl]-phenyl}-1,2,5-thiadiazolidine-3-one-1,1-dioxide), B(O)O (boronic acid). Solvent: C1CCOC1 (THF), C1CCOC1 (THF). Run at time 4 hour. The product is C1(CCCCC1)CC=CC1=CC=C(CC=2N(C=C(N2)C2=C(C=C(C=C2)Cl)Cl)C=2C=C(C=CC2)N2CC(NS2(=O)=O)=O)C=C1 (5-{3-[2-[4-(3-cyclohexyl-propenyl)-benzyl]-4-(2,4-dichloro-phenyl)-imidazol-1-yl]-phenyl}-1,2,5-thiadiazolidine-3-one-1,1-dioxide). RXN SMILES: [CH:1]1([CH2:7][C:8]#[CH:9])[CH2:6][CH2:5][CH2:4][CH2:3][CH2:2]1.B1C2CCCC1CCC2.B(O)O.Br[C:23]1[CH:56]=[CH:55][C:26]([CH2:27][C:28]2[N:29]([C:41]3[CH:42]=[C:43]([N:47]4[S:51](=[O:53])(=[O:52])[NH:50][C:49](=[O:54])[CH2:48]4)[CH:44]=[CH:45][CH:46]=3)[CH:30]=[C:31]([C:33]3[CH:38]=[CH:37][C:36]([Cl:39])=[CH:35][C:34]=3[Cl:40])[N:32]=2)=[CH:25][CH:24]=1>C1COCC1>[CH:1]1([CH2:7][CH:8]=[CH:9][C:23]2[CH:56]=[CH:55][C:26]([CH2:27][C:28]3[N:29]([C:41]4[CH:42]=[C:43]([N:47]5[S:51](=[O:52])(=[O:53])[NH:50][C:49](=[O:54])[CH2:48]5)[CH:44]=[CH:45][CH:46]=4)[CH:30]=[C:31]([C:33]4[CH:38]=[CH:37][C:36]([Cl:39])=[CH:35][C:34]=4[Cl:40])[N:32]=3)=[CH:25][CH:24]=2)[CH2:6][CH2:5][CH2:4][CH2:3][CH2:2]1. Reported procedure: To a solution of 3-cyclohexyl-1-propyne (145 μL, 1 mmol) in 2 mL dry THF at 0° C. was added 2 mL 0.5 M 9-BBN solution in THF. The resulting solution was stirred at room temperature under nitrogen for 4 hr. Then it was condensed under vacuum and used as boronic acid derivative according to general procedure G, reacting with 5-{3-[2-(4-bromo-benzyl)-4-(2,4-dichloro-phenyl)-imidazol-1-yl]-phenyl}-1,2,5-thiadiazolidine-3-one-1,1-dioxide (119 mg, 0.2 mmol) to give 5-{3-[2-[4-(3-cyclohexyl-propenyl)-b... Starting materials: ClCC1=CC=C(C=C1)[Si](OC)(OC)OC (p-chloromethylphenyltrimethoxysilane), [N-]=[N+]=[N-].[Na+] (sodium azide), Example 1 ( a ). Run at temperature 150 celsius. The product is N(=[N+]=[N-])CC1=CC=C(C=C1)[Si](OC)(OC)OC (p-azidomethylphenyltrimethoxysilane). As a reaction SMILES: Cl[CH2:2][C:3]1[CH:8]=[CH:7][C:6]([Si:9]([O:14][CH3:15])([O:12][CH3:13])[O:10][CH3:11])=[CH:5][CH:4]=1.[N-:16]=[N+:17]=[N-:18].[Na+]>>[N:16]([CH2:2][C:3]1[CH:8]=[CH:7][C:6]([Si:9]([O:14][CH3:15])([O:12][CH3:13])[O:10][CH3:11])=[CH:5][CH:4]=1)=[N+:17]=[N-:18] |f:1.2|. Procedure: 1.0 mole of p-chloromethylphenyltrimethoxysilane and 1.1 moles of sodium azide were heated in the presence of 5 mole percent of the catalyst described in Example 1 (a) for three hours under stirring at 150° C. Then the salt formed was separated and the subsequent distillation under reduced pressure gave the p-azidomethylphenyltrimethoxysilane in a yield of 89 weight percent with the following characteristics: